From a dataset of the Open Reaction Database (ORD), a public repository of structured organic reaction records. describe an organic reaction: reactants, conditions, products, and yield Reactants: C1CCN(C(C1)C=O)C(=O)OCc1ccccc1, CC1=CN=C(C=C1)N, [C-]#[N+]C1CCCCC1. The reagents and catalysts are O=C(O)C(F)(F)F (trifluoroacetic acid). Solvent: CC(C)O (isopropyl alcohol), CC(C)O (isopropylalcohol). Reaction conditions: temperature 22 celsius, time 20 hour. Yields the product Cc1ccc2nc(C3CCCCN3C(=O)OCc3ccccc3)c(NC3CCCCC3)n2c1. The yield is 87.4%. Reaction SMILES: CC1=CC=C(N)N=C1.[C-]#[N+]C1CCCCC1.O=CC1CCCCN1C(=O)OCC1=CC=CC=C1>>CC1=CN2C(C=C1)=NC(C1CCCCN1C(=O)OCC1=CC=CC=C1)=C2NC1CCCCC1.